Dataset: the Open Reaction Database (ORD), a public repository of structured organic reaction records. Task: describe an organic reaction: reactants, conditions, products, and yield Starting materials: C(#N)C(=O)OC (methyl cyanoformate), C1(C=CCCC1)=O (cyclohexenone), C(#N)[Cu] (CuCN), C(C)(C)(C)[Li] (tert butyllithium). The solvent is CCOCC (ether), CCOCC (ether), CN(C)P(=O)(N(C)C)N(C)C (HMPA), CCOCC (ether), CCOCC (ether). Run at temperature -45 celsius, time 30 minute. The product is CC(C)(C)C1C(C(CCC1)=O)C(=O)OC (methyl 2-(1,1-dimethylethyl)cyclohexan-6-one-carboxylate). Yield: 88.6%. As a reaction SMILES: C([Cu])#N.[C:4]([Li])([CH3:7])([CH3:6])[CH3:5].[C:9]1(=[O:15])[CH2:14][CH2:13][CH2:12][CH:11]=[CH:10]1.C([C:18]([O:20][CH3:21])=[O:19])#N>CCOCC.CN(P(N(C)C)(N(C)C)=O)C>[CH3:5][C:4]([CH:11]1[CH2:12][CH2:13][CH2:14][C:9](=[O:15])[CH:10]1[C:18]([O:20][CH3:21])=[O:19])([CH3:7])[CH3:6]. Procedure: To a suspension of anhydrous CuCN (2.16 g, 0.025 mol) in anhydrous ether (100 mL) at -78° C. was added tert butyllithium (29.0 mL of 1.7M solution in pentane, 0.05 mol). After being stirred at -78° C. for 1 hr and at -45° C. for 30 minutes, the reaction mixture was recooled to -78° C. A solution of cyclohexenone (2.4 g, 0.025 mol) in ether (25 mL) was added and stirring continued for 15 minutes at -78° C. and at -45° C. for 30 minutes The resulting mixture was recooled to -78° C. and HMPA (10 mL... The reactants are CCCCC([C@]1(CC[C@H]2[C@H](O1)CC(=O)[C@@H]2CCCCCCC(=O)O)O)(F)F.C(C)(C)(C)N (Lubiprostone tert-butylamine), C(=O)O (formic acid). The solvent is O (water), C(C)(=O)OCC (ethyl acetate). Product: CCCCC([C@]1(CC[C@H]2[C@H](O1)CC(=O)[C@@H]2CCCCCCC(=O)O)O)(F)F (Lubiprostone). Reaction SMILES: [CH3:1][CH2:2][CH2:3][CH2:4][C:5]([F:27])([F:26])[C@:6]1([OH:25])[O:11][C@@H:10]2[CH2:12][C:13]([C@H:15]([CH2:16][CH2:17][CH2:18][CH2:19][CH2:20][CH2:21][C:22]([OH:24])=[O:23])[C@H:9]2[CH2:8][CH2:7]1)=[O:14].C(N)(C)(C)C.C(O)=O>C(OCC)(=O)C.O>[CH3:1][CH2:2][CH2:3][CH2:4][C:5]([F:27])([F:26])[C@:6]1([OH:25])[O:11][C@@H:10]2[CH2:12][C:13]([C@H:15]([CH2:16][CH2:17][CH2:18][CH2:19][CH2:20][CH2:21][C:22]([OH:24])=[O:23])[C@H:9]2[CH2:8][CH2:7]1)=[O:14] |f:0.1|. Procedure details: To a solution of compound 10 (150 g) in dichloromethane (15 volumes), was added 10% palladium on carbon (35% wt) and the suspension was hydrogenated at 2 PSI for 15 hours. After the completion of the reaction, the mixture was filtered through Celite®, concentrated to near dryness and purified by column chromatography (ethyl acetate in hexanes) to give crude Lubiprostone. To a solution of crude Lubiprostone in ethyl acetate (10 vol) was added tert-butylamine (1.05 eq) at room temperature. The mix... The reactants are C1(=CC=CC=C1)CC(=O)O (phenylacetic acid), C(OC)(OC)=O (dimethyl carbonate), C(=O)([O-])[O-].[K+].[K+] (K2CO3). Conditions: time 15 hour. The product is C1(=CC=CC=C1)C(C(=O)O)C (α-Phenylpropionic acid). RXN SMILES: [C:1]1([CH2:7][C:8]([OH:10])=[O:9])[CH:6]=[CH:5][CH:4]=[CH:3][CH:2]=1.[C:11](=O)(OC)OC.C([O-])([O-])=O.[K+].[K+]>>[C:1]1([CH:7]([CH3:11])[C:8]([OH:10])=[O:9])[CH:6]=[CH:5][CH:4]=[CH:3][CH:2]=1 |f:2.3.4|. Reported procedure: α-Phenylmethylpropionate can be obtained under similar conditions, by reacting a mixture of phenylacetic acid, dimethyl carbonate and K2CO3, in a 1:20:2 molar ratio, in autoclave at a temperature of 225° C., for 15 hours.